This data is from the Open Reaction Database (ORD), a public repository of structured organic reaction records. The task is: describe an organic reaction: reactants, conditions, products, and yield Starting materials: CC(NC(=O)OC(C)(C)C)C(=O)Nc1cc(Cl)c(F)c(Cl)c1, CO, ClCCl, Cl, O. Product: CC(N)C(=O)Nc1cc(Cl)c(F)c(Cl)c1. As a reaction SMILES: [C:2]([O:3][C:4](=[O:5])[NH:8][CH:9]([CH3:10])[C:11]([NH:12][c:13]1[cH:14][c:15]([Cl:21])[c:16]([F:20])[c:17]([Cl:19])[cH:18]1)=[O:22])([CH3:6])([CH3:7])[CH3:23].[CH3:28][OH:29].[Cl:24][CH2:25][Cl:26].[ClH:1].[OH2:27]>>[NH2:8][CH:9]([CH3:10])[C:11]([NH:12][c:13]1[cH:14][c:15]([Cl:21])[c:16]([F:20])[c:17]([Cl:19])[cH:18]1)=[O:22]. Product: N1N=NC2=C1C=CC(=C2)NC2=NC=CC(=N2)C=2C=CC(=NC2)N2CCNCC2 (N-(5-Benzotriazolyl)-4-(2-(1-piperazinyl)pyrid-5-yl)-2-pyrimidineamine). The yield is 48.1%. RXN SMILES: [NH:1]1[C:5]2[CH:6]=[CH:7][C:8]([NH:10][C:11]3[N:16]=[C:15]([C:17]4[CH:18]=[CH:19][C:20]([N:23]5[CH2:28][CH2:27][N:26](C(OCC6C=CC=CC=6)=O)[CH2:25][CH2:24]5)=[N:21][CH:22]=4)[CH:14]=[CH:13][N:12]=3)=[CH:9][C:4]=2[N:3]=[N:2]1.C([O-])=O.[NH4+]>C(O)(=O)C.[Pd]>[NH:1]1[C:5]2[CH:6]=[CH:7][C:8]([NH:10][C:11]3[N:16]=[C:15]([C:17]4[CH:18]=[CH:19][C:20]([N:23]5[CH2:24][CH2:25][NH:26][CH2:27][CH2:28]5)=[N:21][CH:22]=4)[CH:14]=[CH:13][N:12]=3)=[CH:9][C:4]=2[N:3]=[N:2]1 |f:1.2|. The reactants are N1N=NC2=C1C=CC(=C2)NC2=NC=CC(=N2)C=2C=CC(=NC2)N2CCN(CC2)C(=O)OCC2=CC=CC=C2 (N-(5-benzotriazolyl)-4-(2-(4-benzyloxycarbonylpiperazin-1-yl) pyrid-5-yl)-2-pyrimidineamine), C(=O)[O-].[NH4+] (ammonium formate). Conditions: time 24 hour. Reagents/catalysts: [Pd] (palladium on charcoal). Solvent: C(C)(=O)O (acetic acid). Procedure: A solution of N-(5-benzotriazolyl)-4-(2-(4-benzyloxycarbonylpiperazin-1-yl) pyrid-5-yl)-2-pyrimidineamine (200 mg, 0.39 mmol) and ammonium formate (400 mg, 6.35 mmol) in glacial acetic acid (5 ml) was treated with 10% palladium on charcoal (50 mg) and stirred for 24 h at room temperature. The mixture was filtered through Celite® washing with methanol, then evaporated and the residue subjected to column chromatography (silica, 0.88 ammonia-methanol-dichloromethane, 2:10:88) to afford the title co... Reactants: C(C1=CC=CC=C1)(=O)N(C1=CC=CC=C1)C=1C=C(C=CC1)CC(=O)OC (methyl 3-(N-benzoylanilino)phenylacetate). Run in [OH-].[Na+] (sodium hydroxide), CO (methanol). The product is C(C1=CC=CC=C1)(=O)N(C1=CC=CC=C1)C=1C=C(C=CC1)CC(=O)O (3-(N-benzoylanilino)phenylacetic acid). Isolated yield 87.4%. Reaction SMILES: [C:1]([N:9]([C:16]1[CH:17]=[C:18]([CH2:22][C:23]([O:25]C)=[O:24])[CH:19]=[CH:20][CH:21]=1)[C:10]1[CH:15]=[CH:14][CH:13]=[CH:12][CH:11]=1)(=[O:8])[C:2]1[CH:7]=[CH:6][CH:5]=[CH:4][CH:3]=1>[OH-].[Na+].CO>[C:1]([N:9]([C:16]1[CH:17]=[C:18]([CH2:22][C:23]([OH:25])=[O:24])[CH:19]=[CH:20][CH:21]=1)[C:10]1[CH:15]=[CH:14][CH:13]=[CH:12][CH:11]=1)(=[O:8])[C:2]1[CH:7]=[CH:6][CH:5]=[CH:4][CH:3]=1 |f:1.2|. Reported procedure: The ester (600 mgs, 1.9 mmol) in 4N sodium hydroxide (20 ml) and methanol (20 ml) was stirred at room temperature overnight. The solvent was evaporated and the residue dissolved in water (10 ml) and acidified with 5N hydrochloric acid. The acidic solution was extracted with dichloromethane (3 ×50 ml), and the combined organics dried and evaporated to afford 3-(N-benzoylanilino)phenylacetic acid as an oil (550 mgs); δH (CDCl3) 3.59 (2H, s, CH2CO2H), 6.83-7.29 (10H, m, ArH), 7.42-7.48 (3H, m, ArH)... Starting materials: N[C@@H](CC(=O)O)C(=O)O (L-aspartic acid), C(C)(=O)OC(C)=O (acetic anhydride), C(CC)(=O)O (propionic acid), P(Cl)(Cl)Cl (phosphorous trichloride). Yields the product Cl.N[C@H]1CC(=O)OC1=O (L-aspartic acid anhydride hydrochloride). As a reaction SMILES: [NH2:1][C@H:2]([C:7]([OH:9])=[O:8])[CH2:3][C:4]([OH:6])=O.C(O)(=O)CC.P(Cl)(Cl)[Cl:16].C(OC(=O)C)(=O)C>>[ClH:16].[NH2:1][C@@H:2]1[C:7](=[O:8])[O:9][C:4](=[O:6])[CH2:3]1 |f:4.5|. Procedure: To a suspension of 10 g. of L-aspartic acid in 40 ml. of propionic acid is added, at room temperature with stirring, 3.8 g. of phosphorous trichloride and stirring is continued at that temperature for about 1 1/2 hours. At the end of that time, 5 g. of acetic anhydride is added and the reaction mixture is stirred at room temperature for approximately 8 hours longer. The crystals which separate from the reaction mixture are filtered, washed with ether and dried to afford L-aspartic acid anhydride... The reactants are CC(NC(=O)OC(C)(C)C)C(=O)NC1N=C(c2ccccc2)c2ccccc2N(CC(=O)c2ccccc2)C1=O, ClCCl, O=C(O)C(F)(F)F. The product is CC(N)C(=O)NC1N=C(c2ccccc2)c2ccccc2N(CC(=O)c2ccccc2)C1=O. Reaction SMILES: [C:1]([O:2][C:3](=[O:4])[NH:8][CH:9]([CH3:10])[C:11](=[O:12])[NH:13][CH:14]1[C:15](=[O:40])[N:16]([CH2:31][C:32]([c:33]2[cH:34][cH:35][cH:36][cH:37][cH:38]2)=[O:39])[c:17]2[c:18]([cH:27][cH:28][cH:29][cH:30]2)[C:19]([c:21]2[cH:22][cH:23][cH:24][cH:25][cH:26]2)=[N:20]1)([CH3:5])([CH3:6])[CH3:7].[CH2:48]([Cl:49])[Cl:50].[F:41][C:42]([F:43])([F:44])[C:45]([OH:46])=[O:47]>>[NH2:8][CH:9]([CH3:10])[C:11](=[O:12])[NH:13][CH:14]1[C:15](=[O:40])[N:16]([CH2:31][C:32]([c:33]2[cH:34][cH:35][cH:36][cH:37][cH:38]2)=[O:39])[c:17]2[c:18]([cH:27][cH:28][cH:29][cH:30]2)[C:19]([c:21]2[cH:22][cH:23][cH:24][cH:25][cH:26]2)=[N:20]1.